Dataset: the Open Reaction Database (ORD), a public repository of structured organic reaction records. Task: describe an organic reaction: reactants, conditions, products, and yield Starting materials: CCCCOCCOc1ccc(-c2ccc3c(c2)C=C(C(=O)Nc2ccc(CN(C)C4CCOCC4)cc2)CCN3C=O)cc1, C1CCOC1, Cl. Yields the product CCCCOCCOc1ccc(-c2ccc3c(c2)C=C(C(=O)Nc2ccc(CN(C)C4CCOCC4)cc2)CCN3)cc1. As a reaction SMILES: [CH2:1]([CH2:2][CH2:3][CH3:4])[O:5][CH2:6][CH2:7][O:8][c:9]1[cH:10][cH:11][c:12](-[c:15]2[cH:16][cH:17][c:18]3[c:19]([cH:45]2)[CH:20]=[C:21]([C:27](=[O:28])[NH:29][c:30]2[cH:31][cH:32][c:33]([CH2:36][N:37]([CH:38]4[CH2:39][CH2:40][O:41][CH2:42][CH2:43]4)[CH3:44])[cH:34][cH:35]2)[CH2:22][CH2:23][N:24]3[CH:25]=[O:26])[cH:13][cH:14]1.[CH2:47]1[O:48][CH2:49][CH2:50][CH2:51]1.[ClH:46]>>[CH2:1]([CH2:2][CH2:3][CH3:4])[O:5][CH2:6][CH2:7][O:8][c:9]1[cH:10][cH:11][c:12](-[c:15]2[cH:16][cH:17][c:18]3[c:19]([cH:45]2)[CH:20]=[C:21]([C:27](=[O:28])[NH:29][c:30]2[cH:31][cH:32][c:33]([CH2:36][N:37]([CH:38]4[CH2:39][CH2:40][O:41][CH2:42][CH2:43]4)[CH3:44])[cH:34][cH:35]2)[CH2:22][CH2:23][NH:24]3)[cH:13][cH:14]1. Starting materials: CCCCCCOc1nonc1-c1cccnc1, CI, CC(C)=O. As a reaction SMILES: [CH2:3]([CH2:4][CH2:5][CH2:6][CH2:7][CH3:8])[O:9][c:10]1[n:11][o:12][n:13][c:14]1-[c:15]1[cH:16][n:17][cH:18][cH:19][cH:20]1.[CH3:1][I:2].[CH3:21][C:22](=[O:23])[CH3:24]>>[CH3:1][n+:17]1[cH:16][c:15](-[c:14]2[c:10]([O:9][CH2:3][CH2:4][CH2:5][CH2:6][CH2:7][CH3:8])[n:11][o:12][n:13]2)[cH:20][cH:19][cH:18]1.[I-:2]. Product: CCCCCCOc1nonc1-c1ccc[n+](C)c1, [I-].